This data is from the Open Reaction Database (ORD), a public repository of structured organic reaction records. The task is: describe an organic reaction: reactants, conditions, products, and yield Reactants: C(C)(=O)NN (acetohydrazide), S1C(=CC=C1)S(=O)(=O)NC=1C=CC=C2C=C(NC12)C(=O)O (7-[(2-thienylsulfonyl)amino]-1H-indole-2-carboxylic acid), N1(N=NC2=C1C=CC=C2)O (1H-1,2,3-benzotriazol-1-ol), Cl.CN(CCCN=C=NCC)C (N-[3-(dimethylamino)propyl]-N′-ethylcarbodiimide hydrochloride). Solvent: O (water), CN(C=O)C (N,N-dimethylformamide). Conditions: time 10 minute. The product is C(C)(=O)NNC(=O)C=1NC2=C(C=CC=C2C1)NS(=O)(=O)C=1SC=CC1 (N-{2-[(2-Acetylhydrazino)carbonyl]-1H-indol-7-yl}thiophene-2-sulfonamide). Yield: 79.1%. RXN SMILES: [S:1]1[CH:5]=[CH:4][CH:3]=[C:2]1[S:6]([NH:9][C:10]1[CH:11]=[CH:12][CH:13]=[C:14]2[C:18]=1[NH:17][C:16]([C:19]([OH:21])=O)=[CH:15]2)(=[O:8])=[O:7].N1(O)C2C=CC=CC=2N=N1.Cl.CN(C)CCCN=C=NCC.[C:44]([NH:47][NH2:48])(=[O:46])[CH3:45]>O.CN(C)C=O>[C:44]([NH:47][NH:48][C:19]([C:16]1[NH:17][C:18]2[C:14]([CH:15]=1)=[CH:13][CH:12]=[CH:11][C:10]=2[NH:9][S:6]([C:2]1[S:1][CH:5]=[CH:4][CH:3]=1)(=[O:7])=[O:8])=[O:21])(=[O:46])[CH3:45] |f:2.3|. Procedure details: To a mixture of 7-[(2-thienylsulfonyl)amino]-1H-indole-2-carboxylic acid (0.70 g), 1H-1,2,3-benzotriazol-1-ol (0.36 g) and N,N-dimethylformamide (8 mL) was added N-[3-(dimethylamino)propyl]-N′-ethylcarbodiimide hydrochloride (0.51 g) at room temperature. The mixture was stirred for 10 min and acetohydrazide (0.33 g) was added. The reaction mixture was stirred at room temperature for 2 hr, and water was added. The resulting crystals were filtrated, washed with water, and dried to give the title c... The reactants are COC1=NN=C(S1)N=C=O (5-methoxy-1,3,4-thiadiazol-2-yl isocyanate), dimethyl acetal, C(C)NCCC=O (3-ethylaminopropionaldehyde). The solvent is C1=CC=CC=C1 (benzene), C1=CC=CC=C1 (benzene). Yields the product dimethyl acetal, C(C)N(C(=O)NC=1SC(=NN1)OC)CCC=O (3-[1-ethyl-3-(5-methoxy-1,3,4-thiadiazol-2-yl)ureido]propionaldehyde). RXN SMILES: [CH3:1][O:2][C:3]1[S:7][C:6]([N:8]=[C:9]=[O:10])=[N:5][N:4]=1.[CH2:11]([NH:13][CH2:14][CH2:15][CH:16]=[O:17])[CH3:12]>C1C=CC=CC=1>[CH2:11]([N:13]([CH2:14][CH2:15][CH:16]=[O:17])[C:9]([NH:8][C:6]1[S:7][C:3]([O:2][CH3:1])=[N:4][N:5]=1)=[O:10])[CH3:12]. Procedure: A mixture of 5-methoxy-1,3,4-thiadiazol-2-yl isocyanate dimer (0.05 mole), the dimethyl acetal of 3-ethylaminopropionaldehyde (0.1 mole) and benzene (60 ml) are charged into a glass reaction vessel equipped with a mechanical stirrer and reflux condenser. The reaction mixture is heated at reflux for a period of about 15 minutes. After this time the mixture is stripped of benzene under reduced pressure to yield a solid product as the residue. The residue is then recrystallized to yield the desired... Reactants: N1C(=NC2=C1C=CC=C2)CN(CC2=CC=C(C=C2)CN)C2CCCC=1C=CC=NC21 (N′-(1H-benzimidazol-2-ylmethyl)-N′-(5,6,7,8-tetrahydro-8-quinolinyl)-1,4-benzenedimethanamine), C(C)(C)N(C(C)C)CC (N,N-diisopropylethylamine), resultant mixture, C(C=C)Br (Allyl bromide). The solvent is C(Cl)Cl (CH2Cl2), C(Cl)Cl (CH2Cl2). The yield is 56.6%. Reaction SMILES: [NH:1]1[C:5]2[CH:6]=[CH:7][CH:8]=[CH:9][C:4]=2[N:3]=[C:2]1[CH2:10][N:11]([CH:21]1[C:30]2[N:29]=[CH:28][CH:27]=[CH:26][C:25]=2[CH2:24][CH2:23][CH2:22]1)[CH2:12][C:13]1[CH:18]=[CH:17][C:16]([CH2:19][NH2:20])=[CH:15][CH:14]=1.[CH:31](N(CC)C(C)C)([CH3:33])[CH3:32].[CH2:40](Br)[CH:41]=[CH2:42]>C(Cl)Cl>[NH:1]1[C:5]2[CH:6]=[CH:7][CH:8]=[CH:9][C:4]=2[N:3]=[C:2]1[CH2:10][N:11]([CH2:12][C:13]1[CH:14]=[CH:15][C:16]([CH2:19][N:20]([CH2:42][CH:41]=[CH2:40])[CH2:33][CH:31]=[CH2:32])=[CH:17][CH:18]=1)[CH:21]1[C:30]2[N:29]=[CH:28][CH:27]=[CH:26][C:25]=2[CH2:24][CH2:23][CH2:22]1. Product: N1C(=NC2=C1C=CC=C2)CN(C2CCCC=1C=CC=NC21)CC2=CC=C(C=C2)CN(CC=C)CC=C (1H-benzimidazol-2-ylmethyl -(4-diallylaminomethyl-benzyl)-(5,6,7,8-tetrahydro-quinolin-8-yl)-amine). Procedure details: To a solution of N′-(1H-benzimidazol-2-ylmethyl)-N′-(5,6,7,8-tetrahydro-8-quinolinyl)-1,4-benzenedimethanamine (156 mg, 0.39 mmol) in CH2Cl2 (4 mL) was added N,N-diisopropylethylamine (65 μL, 0.37 mmol). Allyl bromide (35 μL, 0.40 mmol) was added dropwise and the resultant mixture stirred at room temperature for 3 days. The reaction mixture was diluted with CH2Cl2 (50 mL) and washed consecutively with H2O (2×5 mL), saturated aqueous NaHCO3 (5 mL) and saturated aqueous NaCl (5 mL). The aqueous la... Reactants: C(C)(C)(C)OC(NC1CCNCC1)=O (Piperidin-4-yl-carbamic acid tert-butyl ester), Na(CN)BH3, C(C)(=O)O (acetic acid), CO (methanol). Run at time 16 hour. Product: C(C)(C)(C)OC(NC1CCN(CC1)C(C)C)=O ((1-Isopropyl-piperidin-4-yl)-carbamic acid tert-butyl ester). Reaction SMILES: [C:1]([O:5][C:6](=[O:14])[NH:7][CH:8]1[CH2:13][CH2:12][NH:11][CH2:10][CH2:9]1)([CH3:4])([CH3:3])[CH3:2].[C:15](O)(=O)[CH3:16].[CH3:19]O>>[C:1]([O:5][C:6](=[O:14])[NH:7][CH:8]1[CH2:13][CH2:12][N:11]([CH:15]([CH3:16])[CH3:19])[CH2:10][CH2:9]1)([CH3:4])([CH3:2])[CH3:3]. Procedure details: To a solution of 5.0 g Piperidin-4-yl-carbamic acid tert-butyl ester in 15 ml methanol 7.34 ml acetone, 3.14 g Na(CN)BH3 and 0.3 ml acetic acid were added. After stirring for 16 h at RT the solvent was removed under reduced pressure and the residue was partitioned between 30 ml of water and 30 ml of ethyl acetate. The organic layer was washed with saturated Na2CO3 solution, water and then dried over Na2SO4. Following filtration, the solvent was removed under reduced pressure to yields a white so... Reactants: N1C(=NC2=NC=CC=C21)S (1H-imidazo[4,5-b]pyridine-2-thiol), CI (MeI), C(=O)([O-])[O-].[K+].[K+] (K2CO3). Run in CC(=O)C (acetone). Run at time 1 day. The product is CSC1=NC=2C(=NC=CC2)N1 (2-(Methylsulfanyl)-3H-imidazo[4,5-b]pyridine). The yield is 22.0%. Reaction SMILES: [NH:1]1[C:9]2[C:4](=[N:5][CH:6]=[CH:7][CH:8]=2)[N:3]=[C:2]1[SH:10].CI.[C:13]([O-])([O-])=O.[K+].[K+]>CC(C)=O>[CH3:13][S:10][C:2]1[NH:3][C:4]2=[N:5][CH:6]=[CH:7][CH:8]=[C:9]2[N:1]=1 |f:2.3.4|. Procedure: To a solution of 1H-imidazo[4,5-b]pyridine-2-thiol (5.0 g) in acetone (75 mL) were added MeI (2.3 mL) and K2CO3 (18 g) at room temperature. After stirring for 1 day, the mixture was filtered and concentrated under reduced pressure. The residue was purified by silica gel column chromatography (AcOEt/hexane) to give the title compound (1.2 g).